This data is from the Open Reaction Database (ORD), a public repository of structured organic reaction records. The task is: describe an organic reaction: reactants, conditions, products, and yield Run at temperature 80 celsius. The product is BrC1=CC=CC(=N1)CC(=O)O ((6-Bromopyridin-2-yl)acetic acid). The solvent is C(C)(=O)OCC (ethyl acetate), O (water). Reaction SMILES: [Br:1][C:2]1[N:7]=[C:6]([CH2:8][C:9]#N)[CH:5]=[CH:4][CH:3]=1.[OH-:11].[Na+].C[OH:14]>C(OCC)(=O)C.O>[Br:1][C:2]1[N:7]=[C:6]([CH2:8][C:9]([OH:14])=[O:11])[CH:5]=[CH:4][CH:3]=1 |f:1.2|. Starting materials: BrC1=CC=CC(=N1)CC#N ((6-Bromopyridin-2-yl)acetonitrile), [OH-].[Na+] (sodium hydroxide), CO (methanol). Procedure details: (6-Bromopyridin-2-yl)acetonitrile (50 mg, 0.25 mmol) was taken up in methanol (2 mL) and 1 N aqueous sodium hydroxide (2 ml, 2 mmol) was added. The reaction was heated to 80° C. overnight. Upon completion, the reaction was cooled to ambient temperature, diluted with ethyl acetate (15 mL) and water (15 mL), and the layers were separated. The aqueous layer was acidified with 2N aqueous hydrochloric acid and extracted with ethyl acetate. The organic layer was dried over magnesium sulfate, filtered,... The reactants are FC1=NC=CC(=N1)N1C(OC[C@@H]1[C@@H](C)O)=O ((R)-3-(2-fluoropyrimidin-4-yl)-4-((R)-1-hydroxyethyl)oxazolidin-2-one), ClC1=C(C=CC=C1Cl)C=1C=NC(=NC1)C(C)N (1-(5-(2,3-dichlorophenyl)pyrimidin-2-yl)ethanamine), O (water). Run in CS(=O)C (DMSO). The product is ClC1=C(C=CC=C1Cl)C=1C=NC(=NC1)C(C)NC1=NC=CC(=N1)N1C(OC[C@@H]1[C@@H](C)O)=O ((4R)-3-(2-(1-(5-(2,3-dichlorophenyl)pyrimidin-2-yl)ethylamino)pyrimidin-4-yl)-4-((R)-1-hydroxyethyl)oxazolidin-2-one). Yield: 30.8%. As a reaction SMILES: F[C:2]1[N:7]=[C:6]([N:8]2[C@@H:12]([C@H:13]([OH:15])[CH3:14])[CH2:11][O:10][C:9]2=[O:16])[CH:5]=[CH:4][N:3]=1.[Cl:17][C:18]1[C:23]([Cl:24])=[CH:22][CH:21]=[CH:20][C:19]=1[C:25]1[CH:26]=[N:27][C:28]([CH:31]([NH2:33])[CH3:32])=[N:29][CH:30]=1.O>CS(C)=O>[Cl:17][C:18]1[C:23]([Cl:24])=[CH:22][CH:21]=[CH:20][C:19]=1[C:25]1[CH:30]=[N:29][C:28]([CH:31]([NH:33][C:2]2[N:7]=[C:6]([N:8]3[C@@H:12]([C@H:13]([OH:15])[CH3:14])[CH2:11][O:10][C:9]3=[O:16])[CH:5]=[CH:4][N:3]=2)[CH3:32])=[N:27][CH:26]=1. Procedure: A solution of (R)-3-(2-fluoropyrimidin-4-yl)-4-((R)-1-hydroxyethyl)oxazolidin-2-one (18.6 mg, 0.082 mmol) and 1-(5-(2,3-dichlorophenyl)pyrimidin-2-yl)ethanamine (22 mg, 0.082 mmol) in DMSO (2 mL) was heated at 100° C. for 2 h. The reaction mixture was poured into water (20 mL), and extracted with EtOAc (2×20 mL). Combined organics were dried over Na2SO4, filtered and concentrated. Silica gel column chromatography ((25% MeOH in EtOAc)/Heptane to 100%) provided (4R)-3-(2-(1-(5-(2,3-dichlorophenyl)... Reaction conditions: time 16 hour. Run in C(C)O (ethanol). Reported procedure: 4.0 ml of 1N sodium hydroxide solution and 408 mg (2 mmol) of pyridoxal hydrochloride are added to a solution of 390 mg (2.0 mmol) of N-(3-aminoxy-2-fluoropropyl)-methylamine dihydrochloride in 10 ml of ethanol and the mixture is stirred for 16 hours at room temperature. The reaction mixture is then concentrated to dryness by evaporation and the title compound is crystallised from ethyl acetate. Reaction SMILES: [OH-].[Na+].[CH3:3][C:4]1[C:9]([OH:10])=[C:8]([CH:11]=O)[C:7]([CH2:13][OH:14])=[CH:6][N:5]=1.[ClH:15].Cl.Cl.[O:18]([CH2:20][CH:21]([F:25])[CH2:22][NH:23][CH3:24])[NH2:19]>C(O)C>[ClH:15].[OH:10][C:9]1[C:4]([CH3:3])=[N:5][CH:6]=[C:7]([CH2:13][OH:14])[C:8]=1[CH:11]=[N:19][O:18][CH2:20][CH:21]([F:25])[CH2:22][NH:23][CH3:24] |f:0.1,2.3,4.5.6,8.9|. Reactants: [OH-].[Na+] (sodium hydroxide), CC1=NC=C(C(=C1O)C=O)CO.Cl (pyridoxal hydrochloride), Cl.Cl.O(N)CC(CNC)F (N-(3-aminoxy-2-fluoropropyl)-methylamine dihydrochloride). The product is Cl.OC=1C(=NC=C(C1C=NOCC(CNC)F)CO)C (N-[3-(3-hydroxy-5-hydroxymethyl-2-methyl-4-pyridylmethyleneaminoxy)-2-fluoropropyl]-methylamine hydrochloride). The reactants are O=C([O-])[O-], COc1cc2c(cc1[N+](=O)[O-])CNCC2, CC#N, FCCI, [K+], [K+]. Yields the product COc1cc2c(cc1[N+](=O)[O-])CN(CCF)CC2. As a reaction SMILES: [C:20](=[O:21])([O-:22])[O-:23].[CH3:1][O:2][c:3]1[cH:4][c:5]2[c:10]([cH:11][c:12]1[N+:13](=[O:14])[O-:15])[CH2:9][NH:8][CH2:7][CH2:6]2.[CH3:26][C:27]#[N:28].[I:16][CH2:17][CH2:18][F:19].[K+:24].[K+:25]>>[CH3:1][O:2][c:3]1[cH:4][c:5]2[c:10]([cH:11][c:12]1[N+:13](=[O:14])[O-:15])[CH2:9][N:8]([CH2:17][CH2:18][F:19])[CH2:7][CH2:6]2. The reactants are [Li]CCCC, CN(C)C=O, CC(=O)O, CCCCCC, CC(C)NC(C)C, N#Cc1ccc(F)cc1, C1CCOC1. Product: N#Cc1ccc(F)c(C=O)c1. As a reaction SMILES: [CH2:14]([Li:15])[CH2:16][CH2:17][CH3:18].[CH3:28][N:29]([CH:30]=[O:31])[CH3:32].[CH3:38][C:39](=[O:40])[OH:41].[CH3:8][CH2:9][CH2:10][CH2:11][CH2:12][CH3:13].[CH:1]([NH:2][CH:3]([CH3:4])[CH3:5])([CH3:6])[CH3:7].[F:19][c:20]1[cH:21][cH:22][c:23]([C:24]#[N:25])[cH:26][cH:27]1.[O:33]1[CH2:34][CH2:35][CH2:36][CH2:37]1>>[F:19][c:20]1[cH:21][cH:22][c:23]([C:24]#[N:25])[cH:26][c:27]1[CH:30]=[O:31]. Starting materials: C1(=CC=CC=C1)C1=C(C2=CC=C(C=C2CC1)OC)C(O)C1=CC=C(C=C1)OCCN1CCCC1 ([3,4-Dihydro-2-phenyl-6-methoxynaphthalen-1-yl][4-[2-(1-pyrrolidinyl)ethoxy]phenyl]methanol), C(C)(=O)OCC (ethyl acetate), Cl (hydrochloric acid), C(C)(=O)OCC (ethyl acetate). Conditions: time 0.5 minute. Product: Cl.C1(=CC=CC=C1)C1=C(C2=CC=C(C=C2C=C1)OC)CC1=CC=C(C=C1)OCCN1CCCCC1 ([2-Phenyl-6-methoxynaphthalen-1-yl][4-[2-(1-piperdinyl)ethoxy]phenyl]methane hydrochloride). The yield is 89.0%. Reaction SMILES: [C:1]1([C:7]2[CH2:16][CH2:15][C:14]3[C:9](=[CH:10][CH:11]=[C:12]([O:17][CH3:18])[CH:13]=3)[C:8]=2[CH:19]([C:21]2[CH:26]=[CH:25][C:24]([O:27][CH2:28][CH2:29][N:30]3[CH2:34][CH2:33][CH2:32][CH2:31]3)=[CH:23][CH:22]=2)O)[CH:6]=[CH:5][CH:4]=[CH:3][CH:2]=1.[ClH:35].[C:36](OCC)(=O)C>>[ClH:35].[C:1]1([C:7]2[CH:16]=[CH:15][C:14]3[C:9](=[CH:10][CH:11]=[C:12]([O:17][CH3:18])[CH:13]=3)[C:8]=2[CH2:19][C:21]2[CH:26]=[CH:25][C:24]([O:27][CH2:28][CH2:29][N:30]3[CH2:31][CH2:32][CH2:33][CH2:34][CH2:36]3)=[CH:23][CH:22]=2)[CH:2]=[CH:3][CH:4]=[CH:5][CH:6]=1 |f:3.4|. Procedure details: To a solution of the product of Example 7 (8.7 g, 18.5 mmol) stirring in ethyl acetate (100 mL) was added a saturated solution of hydrochloric acid gas in ethyl acetate (250 mL). After 0.5 min, the resulting solution was concentrated to give 8.0 g (89%) of the desired product as a white foam which was used without further purification: 1H-NMR (300 MHz, DMSO) δ7.70-7.85 (m, 4H), 7.30-7.50 (m, 7H), 7.10 (s, 1H), 6.80-7.00 (m, 2H), 4.25-4.40 (m, 4H), 4.00-4.20 (br s, 3H), 3.35-3.55 (m, 4H), 2.85-3....